From a dataset of the Open Reaction Database (ORD), a public repository of structured organic reaction records. describe an organic reaction: reactants, conditions, products, and yield Starting materials: BrC=1C=CC(=C(C1)C(O)C1=CC=C(C=C1)C#C[Si](C(C)C)(C(C)C)C(C)C)F ((5-bromo-2-fluoro-phenyl)-{4-[(triisopropylsilyl)-ethynyl]-phenyl}methanol), C(C)[SiH](CC)CC (triethylsilane), FC(C(=O)O)(F)F (trifluoroacetic acid). Solvent: ClCCl (dichloromethane), ClCCl (dichloromethane). Run at time 4 hour. Yields the product BrC=1C=CC(=C(CC2=CC=C(C=C2)C#C[Si](C(C)C)(C(C)C)C(C)C)C1)F ([4-(5-bromo-2-fluoro-benzyl)-phenylethynyl]-triisopropyl-silane). As a reaction SMILES: [Br:1][C:2]1[CH:3]=[CH:4][C:5]([F:28])=[C:6]([CH:8]([C:10]2[CH:15]=[CH:14][C:13]([C:16]#[C:17][Si:18]([CH:25]([CH3:27])[CH3:26])([CH:22]([CH3:24])[CH3:23])[CH:19]([CH3:21])[CH3:20])=[CH:12][CH:11]=2)O)[CH:7]=1.C([SiH](CC)CC)C.FC(F)(F)C(O)=O>ClCCl>[Br:1][C:2]1[CH:3]=[CH:4][C:5]([F:28])=[C:6]([CH:7]=1)[CH2:8][C:10]1[CH:15]=[CH:14][C:13]([C:16]#[C:17][Si:18]([CH:25]([CH3:27])[CH3:26])([CH:22]([CH3:23])[CH3:24])[CH:19]([CH3:20])[CH3:21])=[CH:12][CH:11]=1. Procedure: A solution of 5.6 g (5-bromo-2-fluoro-phenyl)-{4-[(triisopropylsilyl)-ethynyl]-phenyl}methanol and 4.1 ml triethylsilane in 50 ml dichloromethane is cooled in an ice bath. Then 4.7 ml trifluoroacetic acid are slowly added dropwise, and the solution is stirred for 4 h at ambient temperature. The solution is diluted with dichloromethane and washed with aqueous sodium hydrogen carbonate solution. After drying over sodium sulfate the solvent is removed and the residue is purified using silica gel (c... The reactants are OC1=CC(=NC=2N1N=C(N2)C)CO (7-hydroxy-5-hydroxymethyl-2-methyl-s-triazolo[1,5-a]pyrimidine), CN(C)C=O (DMF), C1(=CC=C(C=C1)S(=O)(=O)O)C (p-toluenesulfonic acid). Solvent: C(C)(=O)O (acetic acid). Reaction conditions: temperature 50 celsius, time 6 hour. Yields the product C(C)(=O)OCC1=NC=2N(C(=C1)O)N=C(N2)C (5-acetoxymethyl-7-hydroxy-2-methyl-s-triazolo[1,5-a]pyrimidine). As a reaction SMILES: [OH:1][C:2]1[N:7]2[N:8]=[C:9]([CH3:11])[N:10]=[C:6]2[N:5]=[C:4]([CH2:12][OH:13])[CH:3]=1.CN([CH:17]=[O:18])C.[C:19]1(C)C=CC(S(O)(=O)=O)=CC=1>C(O)(=O)C>[C:17]([O:13][CH2:12][C:4]1[CH:3]=[C:2]([OH:1])[N:7]2[N:8]=[C:9]([CH3:11])[N:10]=[C:6]2[N:5]=1)(=[O:18])[CH3:19]. Procedure details: A mixture of 33.06 g of 7-hydroxy-5-hydroxymethyl-2-methyl-s-triazolo[1,5-a]pyrimidine, 500 ml of DMF, 86 ml of anhydrous acetic acid and 1.5 g of p-toluenesulfonic acid was stirred in a bath at 50° C. for 6 hours. To an oily residue obtained by removing DMF was added 300 ml of isopropanol to dissolve therein, and the solution was added dropwise in 4 liters of ether. Precipitates were collected by filtration and dried to obtain 38.08 g of the title compound. Reactants: Cc1oc(-c2ccccc2)nc1COc1ccc(CC2SC(=N)NC2=O)cc1, C1COCCO1, O. Product: Cc1oc(-c2ccccc2)nc1COc1ccc(CC2SC(=O)NC2=O)cc1. Reaction SMILES: [NH:1]=[C:2]1[S:3][CH:4]([CH2:8][c:9]2[cH:10][cH:11][c:12]([O:15][CH2:16][c:17]3[n:18][c:19](-[c:23]4[cH:24][cH:25][cH:26][cH:27][cH:28]4)[o:20][c:21]3[CH3:22])[cH:13][cH:14]2)[C:5](=[O:7])[NH:6]1.[O:29]1[CH2:30][CH2:31][O:32][CH2:33][CH2:34]1.[OH2:35]>>[C:2]1(=[O:29])[S:3][CH:4]([CH2:8][c:9]2[cH:10][cH:11][c:12]([O:15][CH2:16][c:17]3[n:18][c:19](-[c:23]4[cH:24][cH:25][cH:26][cH:27][cH:28]4)[o:20][c:21]3[CH3:22])[cH:13][cH:14]2)[C:5](=[O:7])[NH:6]1. Reactants: aqueous solution, CN (methylamine), ClCCCCCCCCCO (9-chlorononanol), aqueous solution, [OH-].[Na+] (sodium hydroxide), CN (methylamine). Run in O (water). Conditions: temperature 100 celsius, time 1 hour. Product: CNCCCCCCCCCO (9-(N-methylamino)nonanol). As a reaction SMILES: [CH3:1][NH2:2].Cl[CH2:4][CH2:5][CH2:6][CH2:7][CH2:8][CH2:9][CH2:10][CH2:11][CH2:12][OH:13].[OH-].[Na+]>O>[CH3:1][NH:2][CH2:4][CH2:5][CH2:6][CH2:7][CH2:8][CH2:9][CH2:10][CH2:11][CH2:12][OH:13] |f:2.3|. Reported procedure: 400 g a 40% aqueous solution of methylamine and 180 g of 9-chlorononanol were introduced into an autoclave equipped with a stirrer, a thermometer and a pressure pump and heated to 100° C. At the temperature, 93 g of a 48% aqueous solution of sodium hydroxide was forcedly introduced to the autoclave over 6 hours and the resulting mixture was aged for 1 hours. After cooling, the content was taken out from the autoclave and unreacted methylamine and water were removed therefrom under reduced pressu... The reactants are Cl.ClC=1C=CC=C2C(CN(C(C12)(N)C(C)=O)C)C1=CC=C(C=C1)C (8-chloro-acetyl-amino-2-methyl-4-p-tolyl-1,2,3,4-tetrahydro-isoquinoline-hydrochloride), C(C)O (ethanol), C(C)N (ethyl amine), C(\C=C/C(=O)O)(=O)O (maleic acid). Run in CCOCC (ether). Run at temperature 70 celsius. The product is C(\C=C/C(=O)O)(=O)O.C(C)NC=1C=CC=C2C(CN(C(C12)(N)C(C)=O)C)C1=CC=C(C=C1)C (8-ethylamino-acetyl-amino-2-methyl-4-p-tolyl-1,2,3,4-tetrahydro-isoquinoline maleate). Isolated yield 65.4%. Reaction SMILES: Cl.Cl[C:3]1[CH:4]=[CH:5][CH:6]=[C:7]2[C:12]=1[C:11]([C:14](=[O:16])[CH3:15])([NH2:13])[N:10]([CH3:17])[CH2:9][CH:8]2[C:18]1[CH:23]=[CH:22][C:21]([CH3:24])=[CH:20][CH:19]=1.C(O)C.[CH2:28]([NH2:30])[CH3:29].[C:31]([OH:38])(=[O:37])/[CH:32]=[CH:33]\[C:34]([OH:36])=[O:35]>CCOCC>[C:31]([OH:38])(=[O:37])/[CH:32]=[CH:33]\[C:34]([OH:36])=[O:35].[CH2:28]([NH:30][C:3]1[CH:4]=[CH:5][CH:6]=[C:7]2[C:12]=1[C:11]([C:14](=[O:16])[CH3:15])([NH2:13])[N:10]([CH3:17])[CH2:9][CH:8]2[C:18]1[CH:23]=[CH:22][C:21]([CH3:24])=[CH:20][CH:19]=1)[CH3:29] |f:0.1,6.7|. Reported procedure: A mixture of 5.2 g (0.0145 mole) of 8-chloro-acetyl-amino-2-methyl-4-p-tolyl-1,2,3,4-tetrahydro-isoquinoline-hydrochloride, 100 ml of ethanol and 30 ml (20.8 g, 0.45 mole) of ethyl amine is heated in a bomb tube at 70° C. for 5 hours. The reaction mixture is evaporated, the residual orange oil is dissolved in 50 ml of ethanol and reacted with 1.8 g (0.0155 mole) of maleic acid. The solution is diluted with 150 ml of ether in portions, cooled, and the precipitated product is filtered off and wash... The reactants are OC1N(C(C2=CC=CC=C12)=O)C1=CC=CC=C1 (3-hydroxy-2-phenyl-isoindolin-1-one), [H-].[Na+] (sodium hydride), ice water, O1C(CNC(C)C)C1 (2,3-epoxy-1-isopropylamino-propane). Solvent: C(C)OCC (diethyl ether), C(C)(C)OC(C)C (di-isopropyl ether), CN(C=O)C (dimethylformamide), CN(C=O)C (dimethylformamide). Run at time 24 hour. Yields the product OC(COC1N(C(C2=CC=CC=C12)=O)C1=CC=CC=C1)CNC(C)C (3-(2-hydroxy-3-isopropylamino-propoxy)-2-phenyl-isoindolin-1-one). The yield is 13.2%. As a reaction SMILES: [OH:1][CH:2]1[C:10]2[C:5](=[CH:6][CH:7]=[CH:8][CH:9]=2)[C:4](=[O:11])[N:3]1[C:12]1[CH:17]=[CH:16][CH:15]=[CH:14][CH:13]=1.[H-].[Na+].[O:20]1[CH2:27][CH:21]1[CH2:22][NH:23][CH:24]([CH3:26])[CH3:25]>CN(C)C=O.C(OCC)C.C(OC(C)C)(C)C>[OH:20][CH:21]([CH2:22][NH:23][CH:24]([CH3:26])[CH3:25])[CH2:27][O:11][CH:4]1[C:5]2[C:10](=[CH:9][CH:8]=[CH:7][CH:6]=2)[C:2](=[O:1])[N:3]1[C:12]1[CH:17]=[CH:16][CH:15]=[CH:14][CH:13]=1 |f:1.2|. Procedure details: A solution of 3-hydroxy-2-phenyl-isoindolin-1-one (6.75 g.) in anhydrous dimethylformamide (20 cc.) is added to a suspension of sodium hydride (50% dispersion in mineral oil) (1.48 g.) in anhydrous dimethylformamide (20 cc.). When the evolution of gas has ceased, 2,3-epoxy-1-isopropylamino-propane (3.8 g.) is added whilst keeping the temperature at about 5° C. After the end of the addition, stirring is continued for a further 24 hours at a temperature of about 20° C. and then the reaction mixtur...